Dataset: the Open Reaction Database (ORD), a public repository of structured organic reaction records. Task: describe an organic reaction: reactants, conditions, products, and yield Starting materials: C=CCCC(=O)CC(c1cnc(C)nc1)C(C(=O)OCC)C(=O)OCC, CCO, [Na+], [OH-]. Yields the product C=CCCC(=O)CC(CC(=O)OCC)c1cnc(C)nc1. RXN SMILES: [CH2:1]([CH3:2])[O:3][C:4]([CH:5]([CH:6]([CH2:7][C:8]([CH2:9][CH2:10][CH:11]=[CH2:12])=[O:13])[c:14]1[cH:15][n:16][c:17]([CH3:20])[n:18][cH:19]1)[C:21]([O:22][CH2:23][CH3:24])=[O:25])=[O:26].[CH3:29][CH2:30][OH:31].[Na+:28].[OH-:27]>>[CH2:1]([CH3:2])[O:3][C:4]([CH2:5][CH:6]([CH2:7][C:8]([CH2:9][CH2:10][CH:11]=[CH2:12])=[O:13])[c:14]1[cH:15][n:16][c:17]([CH3:20])[n:18][cH:19]1)=[O:26]. Reactants: N#Cc1cccc(C2C3=C(CCCC3=O)NC(C(F)(F)F)=C2C(=O)O)c1, CCOCC, CCCCCC, CN1CCCC1=O, O. The product is N#Cc1cccc(C2C=C(C(F)(F)F)NC3=C2C(=O)CCC3)c1. As a reaction SMILES: [C:1](#[N:2])[c:3]1[cH:4][c:5]([CH:9]2[C:10]([C:24]([OH:25])=[O:26])=[C:11]([C:20]([F:21])([F:22])[F:23])[NH:12][C:13]3=[C:18]2[C:17](=[O:19])[CH2:16][CH2:15][CH2:14]3)[cH:6][cH:7][cH:8]1.[CH2:34]([O:35][CH2:36][CH3:37])[CH3:38].[CH3:28][CH2:29][CH2:30][CH2:31][CH2:32][CH3:33].[CH3:39][N:40]1[C:41](=[O:42])[CH2:43][CH2:44][CH2:45]1.[OH2:27]>>[C:1](#[N:2])[c:3]1[cH:4][c:5]([CH:9]2[CH:10]=[C:11]([C:20]([F:21])([F:22])[F:23])[NH:12][C:13]3=[C:18]2[C:17](=[O:19])[CH2:16][CH2:15][CH2:14]3)[cH:6][cH:7][cH:8]1.